This data is from the Open Reaction Database (ORD), a public repository of structured organic reaction records. The task is: describe an organic reaction: reactants, conditions, products, and yield Reactants: BrC(C(=O)OC)C1=CC=C(C=C1)SC1=CC=C(C=C1)Cl (methyl α-bromo-α-[p-(p-chlorophenylthio)phenyl]acetate), ClC1=CC=C(C=C1)O (p-chlorophenol). Yields the product ClC1=CC=C(OC(C(=O)OC)C2=CC=C(C=C2)SC2=CC=C(C=C2)Cl)C=C1 (Methyl α-(p-chlorophenoxy)-α-[p- (p-chlorophenylthio)phenyl]acetate). Isolated yield 62.0%. RXN SMILES: Br[CH:2]([C:7]1[CH:12]=[CH:11][C:10]([S:13][C:14]2[CH:19]=[CH:18][C:17]([Cl:20])=[CH:16][CH:15]=2)=[CH:9][CH:8]=1)[C:3]([O:5][CH3:6])=[O:4].[Cl:21][C:22]1[CH:27]=[CH:26][C:25]([OH:28])=[CH:24][CH:23]=1>>[Cl:21][C:22]1[CH:27]=[CH:26][C:25]([O:28][CH:2]([C:7]2[CH:12]=[CH:11][C:10]([S:13][C:14]3[CH:19]=[CH:18][C:17]([Cl:20])=[CH:16][CH:15]=3)=[CH:9][CH:8]=2)[C:3]([O:5][CH3:6])=[O:4])=[CH:24][CH:23]=1. Procedure: In a manner similar to Example 16, 7.43 g of methyl α-bromo-α-[p-(p-chlorophenylthio)phenyl]acetate was reacted with 3.21 g of p-chlorophenol. Ether workup, chromatography and recrystallization from 150 ml of hexane:chloroform (15:1) yielded 5.2 g of a white solid, mp 90.5°-94.5° C.